From a dataset of the Open Reaction Database (ORD), a public repository of structured organic reaction records. describe an organic reaction: reactants, conditions, products, and yield The reactants are FC1=CC(=C(CNC=2C=3N(C=C(C2)C)C(=C(N3)C)C(=O)O)C(=C1)C)C (8-(4-fluoro-2,6-dimethylbenzylamino)-2-methyl-6-methylimidazo[1,2-a]pyridine 3-carboxylic acid), C1(=CC=CC=C1)OC1=CC=CC=C1 (diphenyl ether), Cl (hydrogen chloride). The solvent is Petroleum ether, C(C)OCC (diethyl ether), petroleum ether. Product: CC=1N=C2N(C=C(C=C2NCC2=C(C=C(C=C2C)F)C)C)C1 (2,6-dimethyl-8- (4-fluoro-2,6-dimethylbenzylamino)-imidazo[1,2-a]pyridine). The yield is 55.5%. Reaction SMILES: [F:1][C:2]1[CH:23]=[C:22]([CH3:24])[C:5]([CH2:6][NH:7][C:8]2[C:9]3[N:10]([C:15](C(O)=O)=[C:16]([CH3:18])[N:17]=3)[CH:11]=[C:12]([CH3:14])[CH:13]=2)=[C:4]([CH3:25])[CH:3]=1.C1(OC2C=CC=CC=2)C=CC=CC=1.Cl>C(OCC)C>[CH3:18][C:16]1[N:17]=[C:9]2[C:8]([NH:7][CH2:6][C:5]3[C:4]([CH3:25])=[CH:3][C:2]([F:1])=[CH:23][C:22]=3[CH3:24])=[CH:13][C:12]([CH3:14])=[CH:11][N:10]2[CH:15]=1. Procedure: A mixture of 8-(4-fluoro-2,6-dimethylbenzylamino)-2-methyl-6-methylimidazo[1,2-a]pyridine 3-carboxylic acid (0.35 g, 1.03 mmol) and diphenyl ether and refluxed for 10 min. Petroleum ether 40-60 was added at room temperature followed by hydrogen chloride in diethyl ether. The petroleum ether diphenlether layer was removed from the formed precipitate. The precipitate was washed with petroleum ether thereafter dissolved in methylene chloride and basified with sodium hydroxide (2M). The layers were ... Run in C(Cl)Cl (methylene chloride), C(Cl)Cl (methylene chloride). Reaction conditions: time 2 hour. Isolated yield 86.9%. Product: C(C)OC=1C=C(C=CC1OCC)C=1SC=C(N1)C1=[N+](C=CC=C1)[O-] (2-[2-(3,4-diethoxyphenyl)-4-thiazolyl]pyridine-1-oxide). Reported procedure: A solution of 38.5 g of metachloroperbenzoic acid (80%) dissolved in 400 ml of methylene chloride was dropwise added, with ice cooling, to a solution of 49.6 g of 2-(3,4-diethoxyphenyl)-4-(2-pyridyl)thiazole dissolved in 250 ml of methylene chloride. The mixture was stirred at room temperature for 2 hours. To the reaction mixture was added an aqueous sodium hydrogencarbonate solution, followed by separation of layers. The organic layer was washed with an aqueous sodium hydrogencarbonate solution... As a reaction SMILES: ClC1C=CC=C(C(OO)=[O:9])C=1.[CH2:12]([O:14][C:15]1[CH:16]=[C:17]([C:24]2[S:25][CH:26]=[C:27]([C:29]3[CH:34]=[CH:33][CH:32]=[CH:31][N:30]=3)[N:28]=2)[CH:18]=[CH:19][C:20]=1[O:21][CH2:22][CH3:23])[CH3:13].C(=O)([O-])O.[Na+]>C(Cl)Cl>[CH2:12]([O:14][C:15]1[CH:16]=[C:17]([C:24]2[S:25][CH:26]=[C:27]([C:29]3[CH:34]=[CH:33][CH:32]=[CH:31][N+:30]=3[O-:9])[N:28]=2)[CH:18]=[CH:19][C:20]=1[O:21][CH2:22][CH3:23])[CH3:13] |f:2.3|. The reactants are C(C)OC=1C=C(C=CC1OCC)C=1SC=C(N1)C1=NC=CC=C1 (2-(3,4-diethoxyphenyl)-4-(2-pyridyl)thiazole), ClC1=CC(=CC=C1)C(=O)OO (metachloroperbenzoic acid), C(O)([O-])=O.[Na+] (sodium hydrogencarbonate). Starting materials: C(C1=CC=CC=C1)N1CCC(CC1)N1C(NC2C1CCCC2)=O (1-benzyl-4-(octahydro-2H-benzimidazol-2-one-1-yl)-piperidine), [H][H] (hydrogen), Cl (hydrochloric acid). The reagents and catalysts are [C].[Pd] (palladium carbon). The solvent is CO (methanol), O (water). Product: Cl.N1(C(NC2C1CCCC2)=O)C2CCNCC2 (4-(Octahydro-2H-benzimidazol-2-one-1-yl)-piperidine hydrochloride). As a reaction SMILES: C([N:8]1[CH2:13][CH2:12][CH:11]([N:14]2[CH:18]3[CH2:19][CH2:20][CH2:21][CH2:22][CH:17]3[NH:16][C:15]2=[O:23])[CH2:10][CH2:9]1)C1C=CC=CC=1.[H][H].[ClH:26]>CO.O.[C].[Pd]>[ClH:26].[N:14]1([CH:11]2[CH2:12][CH2:13][NH:8][CH2:9][CH2:10]2)[CH:18]2[CH2:19][CH2:20][CH2:21][CH2:22][CH:17]2[NH:16][C:15]1=[O:23] |f:5.6,7.8|. Procedure: In this reference example, a solution of 6.1 g of 1-benzyl-4-(octahydro-2H-benzimidazol-2-one-1-yl)-piperidine obtained in the same manner as that of Reference Example 18 and 1 g of 5% palladium carbon in 100 ml of methanol, 100 ml of water and 20 ml of 12 N hydrochloric acid is shaken in the atmosphere of hydrogen under 4 to 5 atmosphere in an autoclave. The shaking is ceased when the absorption of hydrogen has been completed. The reaction mixture is subjected to filtration to remove the cataly... Reactants: solution, [OH-].[K+] (potassium hydroxide), (1S,2S)-diphenylethylenediamine, COC1C(CCCC1)=O (2-methoxycyclohexanone), Ru2Cl4 [(S)-BINAP]2NEt3, [H][H] (hydrogen). The solvent is CC(C)O (2-propanol), CC(C)O (2-propanol). Conditions: temperature 50 celsius, time 60 minute. The product is CO[C@@H]1[C@@H](CCCC1)O ((1R,2S)-2-methoxycyclohexanol). RXN SMILES: [OH-].[K+].[CH3:3][O:4][CH:5]1[CH2:10][CH2:9][CH2:8][CH2:7][C:6]1=[O:11].[H][H]>CC(O)C>[CH3:3][O:4][C@H:5]1[CH2:10][CH2:9][CH2:8][CH2:7][C@H:6]1[OH:11] |f:0.1|. Procedure: In a 100 ml autoclave were charged 3.4 ml of a 0.1M solution of potassium hydroxide (0.34 mmol) in 2-propanol, 4.2 mg (0.02 mmol) of (1S,2S)-diphenylethylenediamine, 1.28 g (10.0 mmol) of 2-methoxycyclohexanone, 8.4 mg (0.005 mmol) of Ru2Cl4 [(S)-BINAP]2NEt3, and 6.5 ml of 2-propanol in a nitrogen atmosphere, and hydrogen was introduced therein to 50 atm. The mixture was stirred at 50° C. for 60 minutes and cooled to room temperature. The disappearance of the starting material was confirmed by g... Starting materials: O=C[C@@H](O)[C@H](O)[C@H](O)CO (arabinose), [H][H] (hydrogen). Reagents/catalysts: [Pd] (palladium on charcoal). Run at time 25 minute. Yields the product C([C@@H](O)[C@H](O)[C@H](O)CO)O (arabinitol). RXN SMILES: [O:1]=[CH:2][C@H:3]([C@@H:5]([C@@H:7]([CH2:9][OH:10])[OH:8])[OH:6])[OH:4].[H][H]>[Pd]>[CH2:2]([OH:1])[C@H:3]([C@@H:5]([C@@H:7]([CH2:9][OH:10])[OH:8])[OH:6])[OH:4]. Procedure: Another aliquot of the arabinose solution obtained from Example 2 above is subjected to hydrogenation, in that hydrogen is passed into the solution after adding 10% palladium on charcoal thereto as a catalyst. After about 25 minutes the reaction is completed, and arabinitol is obtained by evaporation in vacuo in the form of white crystals.